Dataset: the Open Reaction Database (ORD), a public repository of structured organic reaction records. Task: describe an organic reaction: reactants, conditions, products, and yield Starting materials: N#CC(C#N)=C(O)c1ccc(Oc2ccccc2)cc1, C1CCOC1, C[Si](C)(C)C=[N+]=[N-], CC#N, CO, CCN(C(C)C)C(C)C. Product: COC(=C(C#N)C#N)c1ccc(Oc2ccccc2)cc1. RXN SMILES: [C:1](#[N:2])[C:3](=[C:4]([c:5]1[cH:6][cH:7][c:8]([O:11][c:12]2[cH:13][cH:14][cH:15][cH:16][cH:17]2)[cH:9][cH:10]1)[OH:18])[C:19]#[N:20].[CH2:42]1[O:43][CH2:44][CH2:45][CH2:46]1.[CH3:30][Si:31]([CH:32]=[N+:33]=[N-:34])([CH3:35])[CH3:36].[CH3:37][C:38]#[N:39].[CH3:40][OH:41].[CH:21]([N:22]([CH:23]([CH3:24])[CH3:25])[CH2:26][CH3:27])([CH3:28])[CH3:29]>>[C:1](#[N:2])[C:3](=[C:4]([c:5]1[cH:6][cH:7][c:8]([O:11][c:12]2[cH:13][cH:14][cH:15][cH:16][cH:17]2)[cH:9][cH:10]1)[O:18][CH3:21])[C:19]#[N:20]. The reactants are ice water, C\C(=C/C(=O)OCC)\CC\C=C(/CCC=C(C)C)\C (ethyl (2E,6Z)-3,7,11-trimethyl-2,6,10-dodecatrienoate), solution, [H-].C(C(C)C)[Al+]CC(C)C (diisobutylaluminium hydride). The solvent is C1(=CC=CC=C1)C (toluene), C1(=CC=CC=C1)C (toluene). Run at time 1 hour. Product: C\C(=C/CO)\CC\C=C(/CCC=C(C)C)\C ((2E,6Z)-3,7,11-trimethyl-2,6,10-dodecatrien-1-ol). Reaction SMILES: [CH3:1]/[C:2](/[CH2:9][CH2:10]/[CH:11]=[C:12](/[CH3:19])\[CH2:13][CH2:14][CH:15]=[C:16]([CH3:18])[CH3:17])=[CH:3]\[C:4](OCC)=[O:5].[H-].C([Al+]CC(C)C)C(C)C>C1(C)C=CC=CC=1>[CH3:1]/[C:2](/[CH2:9][CH2:10]/[CH:11]=[C:12](/[CH3:19])\[CH2:13][CH2:14][CH:15]=[C:16]([CH3:18])[CH3:17])=[CH:3]\[CH2:4][OH:5] |f:1.2|. Procedure: A solution of 1 g (0.0038 mol) of ethyl (2E,6Z)-3,7,11-trimethyl-2,6,10-dodecatrienoate in 8 ml of toluene is treated dropwise at -5° to -10° with 9.45 ml of a solution of diisobutylaluminium hydride in toluene (1.2 mol/l, i.e. 3.0 mol equivalents). The solution is stirred at the same temperature for 1 hour under argon. The reaction mixture is poured into an ice-water mixture and extracted with ether. After drying and removing the solvent the residue is chromatographed on silica gel with ether-h...